This data is from the Open Reaction Database (ORD), a public repository of structured organic reaction records. The task is: describe an organic reaction: reactants, conditions, products, and yield Reactants: ClC=1C=C(C=CC1)C(C(C(=O)OCC)CC1=CC(=CC=C1)OC(C(F)F)(F)F)O (ethyl (2RS,3RS)-3-(3-chlorophenyl)-3-hydroxy-2-[3-(1,1,2,2-tetrafluoroethoxy)benzyl]propanoate), [OH-].[Na+] (sodium hydroxide), Cl (hydrochloric acid). Solvent: CO (methanol). Conditions: time 2 hour. Product: ClC=1C=C(C=CC1)C(C(C(=O)O)CC1=CC(=CC=C1)OC(C(F)F)(F)F)O ((2RS,3RS)-3-(3-chlorophenyl)-3-hydroxy-2-[3-(1,1,2,2-tetrafluoroethoxy)benzyl]propanoic acid). As a reaction SMILES: [Cl:1][C:2]1[CH:3]=[C:4]([CH:8]([OH:29])[CH:9]([CH2:15][C:16]2[CH:21]=[CH:20][CH:19]=[C:18]([O:22][C:23]([F:28])([F:27])[CH:24]([F:26])[F:25])[CH:17]=2)[C:10]([O:12]CC)=[O:11])[CH:5]=[CH:6][CH:7]=1.[OH-].[Na+].Cl>CO>[Cl:1][C:2]1[CH:3]=[C:4]([CH:8]([OH:29])[CH:9]([CH2:15][C:16]2[CH:21]=[CH:20][CH:19]=[C:18]([O:22][C:23]([F:28])([F:27])[CH:24]([F:26])[F:25])[CH:17]=2)[C:10]([OH:12])=[O:11])[CH:5]=[CH:6][CH:7]=1 |f:1.2|. Procedure: To a solution of ethyl (2RS,3RS)-3-(3-chlorophenyl)-3-hydroxy-2-[3-(1,1,2,2-tetrafluoroethoxy)benzyl]propanoate (6.08 g, 14.0 mmol) in methanol (30 ml) was added 2N aqueous sodium hydroxide solution (14 ml, 28 mmol), and the mixture was stirred at room temperature for 2 hrs. The reaction solution was acidified with 1N hydrochloric acid and extracted with ethyl acetate (200 ml×2). The extract was washed with water and saturated brine, dried (anhydrous magnesium sulfate) and evaporated under reduc... The reactants are CN(C)C=O, COC(=O)c1c(C)n(-c2cc([N+](=O)[O-])c(C)cc2C)cc(Cl)c1=O. The product is COC(=O)c1c(C)n(-c2cc(N)c(C)cc2C)cc(Cl)c1=O. As a reaction SMILES: [CH3:25][N:26]([CH3:27])[CH:28]=[O:29].[N+:1]([O-:2])(=[O:3])[c:4]1[cH:5][c:6](-[n:12]2[c:13]([CH3:24])[c:14]([C:20](=[O:21])[O:22][CH3:23])[c:15](=[O:19])[c:16]([Cl:18])[cH:17]2)[c:7]([CH3:11])[cH:8][c:9]1[CH3:10]>>[NH2:1][c:4]1[cH:5][c:6](-[n:12]2[c:13]([CH3:24])[c:14]([C:20](=[O:21])[O:22][CH3:23])[c:15](=[O:19])[c:16]([Cl:18])[cH:17]2)[c:7]([CH3:11])[cH:8][c:9]1[CH3:10]. Reactants: C(N)(=O)C=1N=C(C(=NC1NC1=CC=C(C=C1)N1CCN(CC1)C)OC1CN(CC1)C(=O)OC(C)(C)C)CC (tert-butyl 3-[(5-carbamoyl-3-ethyl-6-{[4-(4-methylpiperazin-1-yl)phenyl]amino}pyrazin-2-yl)oxy]pyrrolidine-1-carboxylate), FC(C(=O)O)(F)F (trifluoroacetic acid). Solvent: ClCCCl (1,2-dichloroethane). Conditions: time 12 hour. Yields the product C(C)C1=C(N=C(C(=N1)C(=O)N)NC1=CC=C(C=C1)N1CCN(CC1)C)OC1CNCC1 (6-ethyl-3-{[4-(4-methylpiperazin-1-yl)phenyl]amino}-5-(pyrrolidin-3-yloxy)pyrazine-2-carboxamide). Yield: 73.8%. RXN SMILES: [C:1]([C:4]1[N:5]=[C:6]([CH2:37][CH3:38])[C:7]([O:24][CH:25]2[CH2:29][CH2:28][N:27](C(OC(C)(C)C)=O)[CH2:26]2)=[N:8][C:9]=1[NH:10][C:11]1[CH:16]=[CH:15][C:14]([N:17]2[CH2:22][CH2:21][N:20]([CH3:23])[CH2:19][CH2:18]2)=[CH:13][CH:12]=1)(=[O:3])[NH2:2].FC(F)(F)C(O)=O>ClCCCl>[CH2:37]([C:6]1[N:5]=[C:4]([C:1]([NH2:2])=[O:3])[C:9]([NH:10][C:11]2[CH:12]=[CH:13][C:14]([N:17]3[CH2:18][CH2:19][N:20]([CH3:23])[CH2:21][CH2:22]3)=[CH:15][CH:16]=2)=[N:8][C:7]=1[O:24][CH:25]1[CH2:29][CH2:28][NH:27][CH2:26]1)[CH3:38]. Reported procedure: To a mixture of tert-butyl 3-[(5-carbamoyl-3-ethyl-6-{[4-(4-methylpiperazin-1-yl)phenyl]amino}pyrazin-2-yl)oxy]pyrrolidine-1-carboxylate (355 mg) and 1,2-dichloroethane (6 mL) was added trifluoroacetic acid (2 mL) under ice-cooling, followed by stirring at room temperature for 12 hours. The reaction mixture was concentrated, then diluted with chloroform, and neutralized with a 10% aqueous potassium carbonate solution. After extraction with chloroform, the organic phase was dried over anhydrous m... Reactants: COc1ccc(B(O)O)cn1, O=C(NC1CCN(CCN2C3CCC2CC(O)C3)CC1)c1cc2c(Br)cccc2[nH]1. The product is COc1ccc(-c2cccc3[nH]c(C(=O)NC4CCN(CCN5C6CCC5CC(O)C6)CC4)cc23)cn1. RXN SMILES: [CH3:31][O:32][c:33]1[cH:34][cH:35][c:36]([B:39]([OH:40])[OH:41])[cH:37][n:38]1.[OH:1][CH:2]1[CH2:3][CH:4]2[CH2:5][CH2:6][CH:7]([CH2:8]1)[N:9]2[CH2:10][CH2:11][N:12]1[CH2:13][CH2:14][CH:15]([NH:18][C:19](=[O:20])[c:21]2[nH:22][c:23]3[cH:24][cH:25][cH:26][c:27]([Br:30])[c:28]3[cH:29]2)[CH2:16][CH2:17]1>>[OH:1][CH:2]1[CH2:3][CH:4]2[CH2:5][CH2:6][CH:7]([CH2:8]1)[N:9]2[CH2:10][CH2:11][N:12]1[CH2:13][CH2:14][CH:15]([NH:18][C:19](=[O:20])[c:21]2[nH:22][c:23]3[cH:24][cH:25][cH:26][c:27](-[c:36]4[cH:35][cH:34][c:33]([O:32][CH3:31])[n:38][cH:37]4)[c:28]3[cH:29]2)[CH2:16][CH2:17]1.